From a dataset of the Open Reaction Database (ORD), a public repository of structured organic reaction records. describe an organic reaction: reactants, conditions, products, and yield Starting materials: NC(CCCCCCCC)(N)N (TAN), nylon 66, aqueous solution, NC(CCCCCCCC)(N)N (triaminononane), S(=O)(=O)(O)C1=C(C(=O)O)C=CC=C1 (sulfobenzoic acid), solution, C1(=CC=CC=C1)P(O)=O (phenyl phosphinic acid), O (DI water). The product is NC(CCCCCCCC)(N)N (TAN), C(CCCCC(=O)O)(=O)O (adipic acid). Reaction SMILES: [NH2:1][C:2]([NH2:12])([NH2:11])[CH2:3][CH2:4][CH2:5][CH2:6][CH2:7][CH2:8][CH2:9][CH3:10].S([C:17]1[CH:25]=[CH:24][CH:23]=C[C:18]=1[C:19]([OH:21])=[O:20])(O)(=O)=O.C1(P(=O)[OH:33])C=CC=CC=1.[OH2:35]>>[NH2:1][C:2]([NH2:11])([NH2:12])[CH2:3][CH2:4][CH2:5][CH2:6][CH2:7][CH2:8][CH2:9][CH3:10].[C:19]([OH:21])(=[O:20])[CH2:18][CH2:17][CH2:25][CH2:24][C:23]([OH:33])=[O:35]. Procedure details: Into a 230 g capacity, stirred autoclave was added 147.7 g nylon 66 dry salt, 8.8 g of a 50% aqueous solution of triaminononane (TAN)/6 salt, 2.85 g sulfobenzoic acid, 1 drop of a 5% solution of phenyl phosphinic acid and 46 mL DI water. (TAN/6 salt is the salt formed from TAN and adipic acid.) The autoclave was sealed, purged with nitrogen and pressurized to 250 psi with nitrogen. The reaction mixture was heated to 243° C. over a period of about 32 minutes while the water was distilled off. Pre... Starting materials: ClC1=CC=C(C=C1)B(O)O (4-chlorophenylboronic acid), N1=C(C=CC=C1)NCCCNC(NCC(=O)O)=O ({3-[3-(pyridin-2-ylamino)propyl]ureido}acetic acid), Cl.Cl.N1=C(C=CC=C1)NCCCN (N1-pyridin-2-ylpropane-1,3-diamine dihydrochloride), ClC(=O)OC1=CC=C(C=C1)[N+](=O)[O-] (4-nitrophenyl chloroformate), NCC(=O)OC(C)(C)C (tert-butyl aminoacetate), ester. Reaction SMILES: [Cl:1][C:2]1[CH:7]=[CH:6][C:5](B(O)O)=[CH:4][CH:3]=1.[N:11]1[CH:16]=[CH:15][CH:14]=[CH:13][C:12]=1[NH:17][CH2:18][CH2:19][CH2:20][NH:21][C:22](=[O:28])[NH:23][CH2:24][C:25]([OH:27])=O.Cl.Cl.N1[CH:36]=[CH:35][CH:34]=[CH:33][C:32]=1[NH:37]CCCN.ClC(O[C:46]1C=CC([N+]([O-])=O)=C[CH:47]=1)=O.N[CH2:56][C:57]([O:59]C(C)(C)C)=[O:58]>>[Cl:1][C:2]1[CH:7]=[CH:6][C:5]([C:36]2[CH:35]=[CH:34][C:33]([CH:32]([NH:37][C:25](=[O:27])[CH2:24][NH:23][C:22]([NH:21][CH2:20][CH2:19][CH2:18][NH:17][C:12]3[CH:13]=[CH:14][CH:15]=[CH:16][N:11]=3)=[O:28])[CH2:56][C:57]([OH:59])=[O:58])=[CH:47][CH:46]=2)=[CH:4][CH:3]=1 |f:2.3.4|. Reported procedure: prepared by reaction of the resin AB with 4-chlorophenylboronic acid as described in Example 1, is reacted with {3-[3-(pyridin-2-ylamino)propyl]ureido}acetic acid (prepared analogously to Example 1 by reaction of N1-pyridin-2-ylpropane-1,3-diamine dihydrochloride with 4-nitrophenyl chloroformate and tert-butyl aminoacetate and cleavage of the ester) and cleaved off from the support, giving 3-(4′-chlorobiphenyl-4-yl)-3-(2-{3-[3-(pyridin-2-ylamino)propyl]ureido}ethanoylamino)propionic acid. Yields the product ClC1=CC=C(C=C1)C1=CC=C(C=C1)C(CC(=O)O)NC(CNC(=O)NCCCNC1=NC=CC=C1)=O (3-(4′-chlorobiphenyl-4-yl)-3-(2-{3-[3-(pyridin-2-ylamino)propyl]ureido}ethanoylamino)propionic acid). Reactants: Cl (hydrochloric acid), C(C)C1(OCCO1)C=1SC=CC1 (2-ethyl-2-2-thienyl-[1,3]dioxolane), CN(C)C=O (DMF), C(C)(C)(C)[Li] (tert-butyllithium). The solvent is C1CCOC1 (THF). Run at temperature -78 celsius, time 1 hour. Yields the product C(C)C1(OCCO1)C1=CC=C(S1)C=O (5-(2-Ethyl-[1,3]dioxolan-2-yl)thiophene-2-carbaldehyde). RXN SMILES: [CH2:1]([C:3]1([C:8]2[S:9][CH:10]=[CH:11][CH:12]=2)[O:7][CH2:6][CH2:5][O:4]1)[CH3:2].C([Li])(C)(C)C.CN([CH:21]=[O:22])C.Cl>C1COCC1>[CH2:1]([C:3]1([C:8]2[S:9][C:10]([CH:21]=[O:22])=[CH:11][CH:12]=2)[O:4][CH2:5][CH2:6][O:7]1)[CH3:2]. Reported procedure: 15 g (81.4 mmol) of 2-ethyl-2-2-thienyl-[1,3]dioxolane are dissolved in 300 mL of anhydrous THF and the mixture is then cooled to −78° C. 53 mL (89 mmol) of 1.7 M tert-butyllithium solution are then added, after which the reaction medium is stirred for 1 hour. 10 mL (120 mmol) of anhydrous DMF are then added and the medium is stirred for 1 hour. The reaction medium is treated at −78° C. with 1N hydrochloric acid solution and is then extracted with ethyl acetate and the organic phases are combine...